This data is from the Open Reaction Database (ORD), a public repository of structured organic reaction records. The task is: describe an organic reaction: reactants, conditions, products, and yield The reactants are CC(C)(C)c1cc(O)ccc1Br, CC(C)[Si](Cl)(C(C)C)C(C)C, CN(C)C=O, O, c1c[nH]cn1. Yields the product CC(C)[Si](Oc1ccc(Br)c(C(C)(C)C)c1)(C(C)C)C(C)C. Reaction SMILES: [Br:1][c:2]1[c:3]([C:9]([CH3:10])([CH3:11])[CH3:12])[cH:4][c:5]([OH:8])[cH:6][cH:7]1.[Cl:18][Si:19]([CH:20]([CH3:21])[CH3:22])([CH:23]([CH3:24])[CH3:25])[CH:26]([CH3:27])[CH3:28].[O:29]=[CH:30][N:31]([CH3:32])[CH3:33].[OH2:34].[nH:13]1[cH:14][cH:15][n:16][cH:17]1>>[Br:1][c:2]1[c:3]([C:9]([CH3:10])([CH3:11])[CH3:12])[cH:4][c:5]([O:8][Si:19]([CH:20]([CH3:21])[CH3:22])([CH:23]([CH3:24])[CH3:25])[CH:26]([CH3:27])[CH3:28])[cH:6][cH:7]1. Starting materials: Cl.NC1(C(CCC1)NC(C1=C(C=CC=C1)N1N=CC=N1)=O)C (N-(2-amino-2-methylcyclopentyl)-2-(2H-1,2,3-triazol-2-yl)benzamide hydrochloride), Cl.NC1(C(CCC1)NC(C1=C(C=CC=C1)N1N=CC=N1)=O)C (N-(2-amino-2-methylcyclopentyl)-2-(2H-1,2,3-triazol-2-yl)benzamide hydrochloride), ClC1=NC=C(N=C1)C(F)(F)F (2-chloro-5-(trifluoromethyl)pyrazine), CCN(C(C)C)C(C)C (DIPEA). The solvent is CS(=O)C (DMSO). Conditions: temperature 140 celsius, time 1 hour. Yields the product CC1(C(CCC1)NC(C1=C(C=CC=C1)N1N=CC=N1)=O)NC1=NC=C(N=C1)C(F)(F)F (N-(2-Methyl-2-{[5-(trifluoromethyl)pyrazin-2-yl]amino}cyclopentyl)-2-(2H-1,2,3-triazol-2-yl)benzamide). RXN SMILES: Cl.[NH2:2][C:3]1([CH3:22])[CH2:7][CH2:6][CH2:5][CH:4]1[NH:8][C:9](=[O:21])[C:10]1[CH:15]=[CH:14][CH:13]=[CH:12][C:11]=1[N:16]1[N:20]=[CH:19][CH:18]=[N:17]1.Cl[C:24]1[CH:29]=[N:28][C:27]([C:30]([F:33])([F:32])[F:31])=[CH:26][N:25]=1.CCN(C(C)C)C(C)C>CS(C)=O>[CH3:22][C:3]1([NH:2][C:24]2[CH:29]=[N:28][C:27]([C:30]([F:33])([F:32])[F:31])=[CH:26][N:25]=2)[CH2:7][CH2:6][CH2:5][CH:4]1[NH:8][C:9](=[O:21])[C:10]1[CH:15]=[CH:14][CH:13]=[CH:12][C:11]=1[N:16]1[N:17]=[CH:18][CH:19]=[N:20]1 |f:0.1|. Procedure details: To a solution of N-(2-amino-2-methylcyclopentyl)-2-(2H-1,2,3-triazol-2-yl)benzamide hydrochloride (Intermediate 26; 287 mg, 1.01 mmol) in dry DMSO (3.4 ml) was added 2-chloro-5-(trifluoromethyl)pyrazine (CAS number 799557-87-2; 202 mg, 1.11 mmol) and DIPEA (527 μl, 3.02 mmol). The reaction was stirred at 140° C. for 1 hour and was then partitioned between ethyl acetate and water. The organics were washed with water, brine, filtered through a hydrophobic frit and concentrated in vacuo. This was p...